Dataset: the Open Reaction Database (ORD), a public repository of structured organic reaction records. Task: describe an organic reaction: reactants, conditions, products, and yield The reactants are S(=O)(Cl)Cl (Thionyl chloride), C(C1=CC=CC=C1)ONC(C(=O)O)=C=O (N-benzyloxy-carbonylglycine), C(C)#N (acetonitrile), C(O)([O-])=O.[Na+] (sodium hydrogencarbonate), NC1=C(C(=O)C2=CC=CC=C2)C=CC=C1 (2-Aminobenzophenone). Run in hexamethylphosphonyltriamide. Conditions: time 10 minute. Yields the product C(C1=CC=CC=C1)OC(=O)NCC(=O)NC1=C(C(=O)C2=CC=CC=C2)C=CC=C1 (2-(Benzyloxycarbonylglycylamino)benzophenone). The yield is 97.3%. RXN SMILES: S(Cl)(Cl)=[O:2].[CH2:5]([O:12]NC(=C=O)C(O)=O)[C:6]1[CH:11]=[CH:10][CH:9]=[CH:8][CH:7]=1.[NH2:20][C:21]1[CH:34]=[CH:33][CH:32]=[CH:31][C:22]=1[C:23]([C:25]1[CH:30]=[CH:29][CH:28]=[CH:27][CH:26]=1)=[O:24].[C:35](=O)([O-])[OH:36].[Na+].[C:40](#[N:42])[CH3:41]>>[CH2:5]([O:12][C:35]([NH:42][CH2:40][C:41]([NH:20][C:21]1[CH:34]=[CH:33][CH:32]=[CH:31][C:22]=1[C:23]([C:25]1[CH:30]=[CH:29][CH:28]=[CH:27][CH:26]=1)=[O:24])=[O:2])=[O:36])[C:6]1[CH:7]=[CH:8][CH:9]=[CH:10][CH:11]=1 |f:3.4|. Procedure: Thionyl chloride (4 ml, 55 mmol) is added dropwise to a solution of N-benzyloxy-carbonylglycine (12.6 g, 60 mmol) in hexamethylphosphonyltriamide (70 ml) and acetonitrile (20 ml) under stirring at -4°-5° C., and the stirring at -5° C. is continned for another 10 minutes. 2-Aminobenzophenone (9.86 g, 50 mmol) is added to the reaction mixture in five portions, and the mixture is stirred at room temperature for 3 hours. The reaction mixture is neutralized with a saturated aqueous solution of sodium... The reactants are CS(=O)(=O)Cl, CCOC(C)=O, CS(=O)(=O)CCO, CCN(C(C)C)C(C)C, ClCCl. The product is CS(=O)(=O)CCOS(C)(=O)=O. RXN SMILES: [CH3:1][S:2]([Cl:3])(=[O:4])=[O:5].[CH3:22][CH2:23][O:24][C:25]([CH3:26])=[O:27].[CH3:6][S:7](=[O:8])(=[O:9])[CH2:10][CH2:11][OH:12].[CH:13]([N:14]([CH2:15][CH3:16])[CH:17]([CH3:18])[CH3:19])([CH3:20])[CH3:21].[Cl:28][CH2:29][Cl:30]>>[CH3:1][S:2](=[O:4])(=[O:5])[O:12][CH2:11][CH2:10][S:7]([CH3:6])(=[O:8])=[O:9]. The reactants are CS(=O)C1=NN2C(C=N1)=CC=C2C=2C=C(CN(S(=O)(=O)C)C)C=CC2 (N-[3-(2-methanesulfinyl-pyrrolo[2,1-f][1,2,4]triazin-7-yl)-benzyl]-N-methyl-methanesulfonamide), NC=1C=C(NC(C)=O)C=CC1 (3′-aminoacetanilide). The product is CS(=O)(=O)N(C)CC=1C=C(C=CC1)C1=CC=C2C=NC(=NN21)NC=2C=C(C=CC2)NC(C)=O (N-[3-(7-{3-[(Methanesulfonyl-methyl-amino)-methyl]-phenyl}-pyrrolo[2,1-f][1,2,4]triazin-2-ylamino)-phenyl]-acetamide), foam. Yield: 22.0%. As a reaction SMILES: CS([C:4]1[N:9]=[CH:8][C:7]2=[CH:10][CH:11]=[C:12]([C:13]3[CH:14]=[C:15]([CH:23]=[CH:24][CH:25]=3)[CH2:16][N:17]([CH3:22])[S:18]([CH3:21])(=[O:20])=[O:19])[N:6]2[N:5]=1)=O.[NH2:26][C:27]1[CH:28]=[C:29]([CH:34]=[CH:35][CH:36]=1)[NH:30][C:31](=[O:33])[CH3:32]>>[CH3:21][S:18]([N:17]([CH2:16][C:15]1[CH:14]=[C:13]([C:12]2[N:6]3[C:7]([CH:8]=[N:9][C:4]([NH:26][C:27]4[CH:28]=[C:29]([NH:30][C:31](=[O:33])[CH3:32])[CH:34]=[CH:35][CH:36]=4)=[N:5]3)=[CH:10][CH:11]=2)[CH:25]=[CH:24][CH:23]=1)[CH3:22])(=[O:20])=[O:19]. Procedure details: N-[3-(7-{3-[(Methanesulfonyl-methyl-amino)-methyl]-phenyl}-pyrrolo[2,1-f][1,2,4]triazin-2-ylamino)-phenyl]-acetamide was prepared from N-[3-(2-methanesulfinyl-pyrrolo[2,1-f][1,2,4]triazin-7-yl)-benzyl]-N-methyl-methanesulfonamide and 3′-aminoacetanilide in an analogous manner to Example 1049. Product isolated as a yellow foam (25 mg, 22%). LCMS (m/e) 465 (M+H); 1H-NMR (CDCl3, 400 MHz) δ 8.71 (s, 1H), 8.11 (d, 1H, J=7.7 Hz), 8.07 (s, 1H), 7.80 (s, 1H), 7.53-7.45 (m, 1H), 7.43-7.34 (m, 2H), 7.30 (... Reactants: BrC1=CC=C(C=O)C=C1 (4-bromobenzaldehyde), C(#N)[BH3-].[Na+] (sodium cyanoborohydride), C(C1=CC=CC=C1)N1C(=NC2=C(C1=O)N=CS2)C(CC)NCCN(C)C (6-benzyl-5-(1-{[2-(dimethylamino)ethyl]amino}-propyl)[1,3]thiazolo[5,4-d]pyrimidin-7(6H)-one), BrC1=CC=C(C=O)C=C1 (4-bromobenzaldehyde), C(#N)[BH3-].[Na+] (sodium cyanoborohydride), O1CCCC1 (tetrahydrofuran). Solvent: C(C)(=O)O (acetic acid), CO (methanol), C(C)(=O)O (Acetic acid). Run at temperature 60 celsius. Product: C(C1=CC=CC=C1)N1C(=NC2=C(C1=O)N=CS2)C(CC)N(CCN(C)C)CC2=CC=C(C=C2)Br (6-benzyl-5-(1-{(4-bromobenzyl)[2-(dimethylamino)ethyl]amino}propyl)-[1,3]thiazolo[5,4-d]pyrimidin-7(6H)-one). As a reaction SMILES: [CH2:1]([N:8]1[C:13](=[O:14])[C:12]2[N:15]=[CH:16][S:17][C:11]=2[N:10]=[C:9]1[CH:18]([NH:21][CH2:22][CH2:23][N:24]([CH3:26])[CH3:25])[CH2:19][CH3:20])[C:2]1[CH:7]=[CH:6][CH:5]=[CH:4][CH:3]=1.[Br:27][C:28]1[CH:35]=[CH:34][C:31]([CH:32]=O)=[CH:30][CH:29]=1.C([BH3-])#N.[Na+].O1CCCC1>CO.C(O)(=O)C>[CH2:1]([N:8]1[C:13](=[O:14])[C:12]2[N:15]=[CH:16][S:17][C:11]=2[N:10]=[C:9]1[CH:18]([N:21]([CH2:32][C:31]1[CH:34]=[CH:35][C:28]([Br:27])=[CH:29][CH:30]=1)[CH2:22][CH2:23][N:24]([CH3:26])[CH3:25])[CH2:19][CH3:20])[C:2]1[CH:7]=[CH:6][CH:5]=[CH:4][CH:3]=1 |f:2.3|. Reported procedure: A solution of 6-benzyl-5-(1-{[2-(dimethylamino)ethyl]amino}-propyl)[1,3]thiazolo[5,4-d]pyrimidin-7(6H)-one (14, 1 equiv) and 4-bromobenzaldehyde (2 equiv) in methanol is treated with a solution of sodium cyanoborohydride in tetrahydrofuran (1M, 2 equiv). Acetic acid is added to obtain a pH of 6-7 and the reaction is warmed at 60° C. for 18 h. An additional 2 equivalents of 4-bromobenzaldehyde and sodium cyanoborohydride are added after 18, 42 and 66 hours while maintaining the pH at 6-7 with ace... Reactants: [O-]Cl.[Na+] (NaOCl), C(C)(=O)C1=CC=C(S1)C=1SC=CC1 (5-acetyl-2,2'-bithiophene), [O-]S(=O)S(=O)[O-].[Na+].[Na+] (Na2S2O4). Run at time 2 hour. Product: C(=O)(O)C1=CC=C(S1)C=1SC=CC1 (5-carboxy-2,2'-bithiophene). Reaction SMILES: [O-]Cl.[Na+].[C:4]([C:7]1[S:11][C:10]([C:12]2[S:13][CH:14]=[CH:15][CH:16]=2)=[CH:9][CH:8]=1)(=[O:6])C.[O-:17]S(S([O-])=O)=O.[Na+].[Na+]>>[C:4]([C:7]1[S:11][C:10]([C:12]2[S:13][CH:14]=[CH:15][CH:16]=2)=[CH:9][CH:8]=1)([OH:6])=[O:17] |f:0.1,3.4.5|. Procedure: 35 ml of NaOCl solution was heated to 55° C. and 5-acetyl-2,2'-bithiophene was then added and stirred at 60°-70° C. for 2 hours. Then the reaction solution was cooled by ice bath and aqueous Na2S2O4 solution was added for removing the residual NaOCl. The reaction mixture was acidified by HCl(aq) and filtered to obtain golden product. The product was further recrystallized with 95% ethanol. The melting point of the product was 183-184%. Starting materials: N1C=NC2=C1C=C(C=C2)NC=2C1=C(N=C(N2)Cl)N(C=C1)S(=O)(=O)C1=CC=C(C)C=C1 (N-(1H-benzo[d]imidazol-6-yl)-2-chloro-7-tosyl-7H-pyrrolo[2,3-d]pyrimidin-4-amine), C(CCC)O (n-butyl alcohol), [OH-].[K+] (KOH), NC1=CC=C(C=C1)N1CCC(CC1)C(=O)N(C)C (1-(4-aminophenyl)-N,N-dimethylpiperidine-4-carboxamide), C[Si](C)(C)Cl (TMSCl). The solvent is CO (MeOH), O (H2O). Run at temperature 115 celsius. Yields the product N1C=NC2=C1C=C(C=C2)NC2=CC(=C(C=C2)C2(CCNCC2)C(=O)N(C)C)NC=2N=CC1=C(N2)NC=C1 (4-(4-(1H-benzo[d]imidazol-6-ylamino)-7H-pyrrolo[2,3-d]pyrimidin-2-ylaminophenyl)-N,N-dimethylpiperidine-4-carboxamide), Compound 18-1. Reaction SMILES: [NH:1]1[C:5]2[CH:6]=[C:7]([NH:10][C:11]3[C:12]4C=CN(S(C5C=CC(C)=CC=5)(=O)=O)[C:13]=4[N:14]=[C:15](Cl)[N:16]=3)[CH:8]=[CH:9][C:4]=2[N:3]=[CH:2]1.NC1C=CC([N:38]2[CH2:43][CH2:42][CH:41]([C:44]([N:46]([CH3:48])[CH3:47])=[O:45])[CH2:40][CH2:39]2)=CC=1.C[Si](Cl)(C)C.[OH-].[K+].[CH2:56](O)[CH2:57][CH2:58][CH3:59]>CO.O>[NH:1]1[C:5]2[CH:6]=[C:7]([NH:10][C:11]3[CH:9]=[CH:4][C:5]([C:41]4([C:44]([N:46]([CH3:47])[CH3:48])=[O:45])[CH2:40][CH2:39][NH:38][CH2:43][CH2:42]4)=[C:13]([NH:14][C:15]4[N:16]=[CH:59][C:58]5[CH:57]=[CH:56][NH:3][C:2]=5[N:1]=4)[CH:12]=3)[CH:8]=[CH:9][C:4]=2[N:3]=[CH:2]1 |f:3.4|. Procedure: To a mixture of N-(1H-benzo[d]imidazol-6-yl)-2-chloro-7-tosyl-7H-pyrrolo[2,3-d]pyrimidin-4-amine (0.1 g, 0.24 mmol) in n-butyl alcohol (1 mL) was added 1-(4-aminophenyl)-N,N-dimethylpiperidine-4-carboxamide (0.11 g, 0.44 mmol) and TMSCl (0.014 mL, 0.11 mmol). After heating at 115° C. for 15 h, the mixture was diluted with MeOH (1 mL), and a solution of KOH (0.1 g) in H2O (0.5 mL) was added. After heating at 60° C. for 2 h, the mixture was purified by preparative HPLC to give 1-(4-(4-(1H-benzo[d]... Reactants: ClC=1C=CC(=C(C(=O)OC)C1)F (methyl 5-chloro-2-fluorobenzoate), FC=1C=C(C=C(C1)F)O (3,5-difluorophenol). Yields the product ClC=1C=CC(=C(C(=O)OC)C1)OC1=CC(=CC(=C1)F)F (Methyl 5-chloro-2-(3,5-difluorophenoxy)benzoate). Reaction SMILES: [Cl:1][C:2]1[CH:3]=[CH:4][C:5](F)=[C:6]([CH:11]=1)[C:7]([O:9][CH3:10])=[O:8].[F:13][C:14]1[CH:15]=[C:16]([OH:21])[CH:17]=[C:18]([F:20])[CH:19]=1>>[Cl:1][C:2]1[CH:3]=[CH:4][C:5]([O:21][C:16]2[CH:15]=[C:14]([F:13])[CH:19]=[C:18]([F:20])[CH:17]=2)=[C:6]([CH:11]=1)[C:7]([O:9][CH3:10])=[O:8]. Reported procedure: The title compound was prepared according to the procedure described in step 1 of Example 67 from methyl 5-chloro-2-fluorobenzoate and 3,5-difluorophenol: 1H-NMR (CDCl3) δ 8.00–7.90 (1H, m), 7.55–7.47 (1H, m), 7.08–7.00 (1H, m), 6.60–6.35 (3H, m), 3.81 (3H, s).